Dataset: the Open Reaction Database (ORD), a public repository of structured organic reaction records. Task: describe an organic reaction: reactants, conditions, products, and yield Reaction SMILES: [Br:1][c:2]1[cH:3][c:4]([CH2:10][CH3:11])[c:5]([CH2:8][Br:9])[cH:6][cH:7]1.[C:12]1(=[O:22])[c:13]2[c:14]([cH:18][cH:19][cH:20][cH:21]2)[C:15](=[O:17])[NH:16]1.[CH3:25][N:26]([CH3:27])[CH:28]=[O:29].[K:23].[OH2:24]>>[Br:1][c:2]1[cH:3][c:4]([CH2:10][CH3:11])[c:5]([CH2:8][N:16]2[C:12](=[O:22])[c:13]3[c:14]([cH:18][cH:19][cH:20][cH:21]3)[C:15]2=[O:17])[cH:6][cH:7]1. Starting materials: CCc1cc(Br)ccc1CBr, O=C1NC(=O)c2ccccc21, CN(C)C=O, [K], O. The product is CCc1cc(Br)ccc1CN1C(=O)c2ccccc2C1=O. Reaction SMILES: [Cl:1][C:2]1[CH:3]=[C:4]([CH:7]=[CH:8][C:9]=1[CH2:10][CH:11]1[CH2:15][CH2:14][N:13]([CH:16]2[CH2:21][CH2:20][CH2:19][CH2:18][CH2:17]2)[C:12]1=[O:22])[C:5]#N.[C:23]1([Mg]Br)[CH:28]=[CH:27][CH:26]=[CH:25][CH:24]=1.C1C[O:34]CC1>>[C:5]([C:4]1[CH:7]=[CH:8][C:9]([CH2:10][CH:11]2[CH2:15][CH2:14][N:13]([CH:16]3[CH2:21][CH2:20][CH2:19][CH2:18][CH2:17]3)[C:12]2=[O:22])=[C:2]([Cl:1])[CH:3]=1)(=[O:34])[C:23]1[CH:28]=[CH:27][CH:26]=[CH:25][CH:24]=1. Reported procedure: Dissolve 3-chloro-4-((1-cyclohexyl-2-oxopyrrolidin-3-yl)methyl)benzonitrile (0.20 g, 0.63 mmol) in THF (20 mL) under N2 and add phenylmagnesium bromide (0.63 mL, 0.63 mmol, 1.0 M in THF). Stir the reaction mixture for 24 hours until LC-MS shows the starting material has gone. Add saturated NH4Cl (20 mL) and extract the aqueous with EtOAc (3×50 mL). Combine the organic layers and dry with Na2SO4, filter, concentrate and purify by flash column chromatography (silica gel, 20-50% of EtOAc-Hexane) to... Conditions: time 24 hour. Isolated yield 9.0%. Starting materials: ClC=1C=C(C#N)C=CC1CC1C(N(CC1)C1CCCCC1)=O (3-chloro-4-((1-cyclohexyl-2-oxopyrrolidin-3-yl)methyl)benzonitrile), C1CCOC1 (THF), C1(=CC=CC=C1)[Mg]Br (phenylmagnesium bromide). The product is C(C1=CC=CC=C1)(=O)C1=CC(=C(CC2C(N(CC2)C2CCCCC2)=O)C=C1)Cl (3-(4-Benzoyl-2-chlorobenzyl)-1-cyclohexylpyrrolidin-2-one).